Dataset: the Open Reaction Database (ORD), a public repository of structured organic reaction records. Task: describe an organic reaction: reactants, conditions, products, and yield Starting materials: ClCC1=C(C=CC=C1)S(=O)(=O)N (2-(chloromethyl)benzenesulfonamide), N1CCCC1 (pyrrolidine). Run in C(C)#N (acetonitrile). Run at time 1 hour. The product is N1(CCCC1)CC1=C(C=CC=C1)S(=O)(=O)N (2-(1-Pyrrolidinylmethyl)benzenesulfonamide). Isolated yield 92.8%. As a reaction SMILES: Cl[CH2:2][C:3]1[CH:8]=[CH:7][CH:6]=[CH:5][C:4]=1[S:9]([NH2:12])(=[O:11])=[O:10].[NH:13]1[CH2:17][CH2:16][CH2:15][CH2:14]1>C(#N)C>[N:13]1([CH2:2][C:3]2[CH:8]=[CH:7][CH:6]=[CH:5][C:4]=2[S:9]([NH2:12])(=[O:11])=[O:10])[CH2:17][CH2:16][CH2:15][CH2:14]1. Procedure details: A solution of 2-(chloromethyl)benzenesulfonamide (2.00 g, 10 mmol) in acetonitrile (20 ml) was contacted with pyrrolidine (1.6 ml, 20 mmol). After 1.0 hr at ambient temperature, the volatiles were removed under vacuum and the residue was treated with water (40 ml) and chilled. The resulting solid was pulverized, filtered, and dried to give 2.23 g of white solid, m.p. 110°-112°. As a reaction SMILES: Br[CH2:2][CH2:3][O:4][C:5]1[CH:20]=[CH:19][C:8]2[C:9]([C:12]3[CH:17]=[CH:16][C:15]([Br:18])=[CH:14][CH:13]=3)=[N:10][S:11][C:7]=2[CH:6]=1.[CH2:21]([NH:23][CH2:24][CH2:25][OH:26])[CH3:22]>>[Br:18][C:15]1[CH:16]=[CH:17][C:12]([C:9]2[C:8]3[CH:19]=[CH:20][C:5]([O:4][CH2:3][CH2:2][N:23]([CH2:21][CH3:22])[CH2:24][CH2:25][OH:26])=[CH:6][C:7]=3[S:11][N:10]=2)=[CH:13][CH:14]=1. Procedure: According to the method in example 4, 6-(2-Bromo-ethoxy)-3-(4-bromo-phenyl)-benzo[d]isothiazole and 2-(ethylamino)ethanol were converted to yield 2-[[2-[3-(4-Bromo-phenyl)-benzo[d]isothiazol-6-yloxy]-ethyl]-ethyl-amino]-ethanol, MS: 422 (MH+, 1Br). The reactants are BrCCOC1=CC2=C(C(=NS2)C2=CC=C(C=C2)Br)C=C1 (6-(2-Bromo-ethoxy)-3-(4-bromo-phenyl)-benzo[d]isothiazole), C(C)NCCO (2-(ethylamino)ethanol). The product is BrC1=CC=C(C=C1)C1=NSC2=C1C=CC(=C2)OCCN(CCO)CC (2-[[2-[3-(4-Bromo-phenyl)-benzo[d]isothiazol-6-yloxy]-ethyl]-ethyl-amino]-ethanol).